This data is from the Open Reaction Database (ORD), a public repository of structured organic reaction records. The task is: describe an organic reaction: reactants, conditions, products, and yield Reactants: C1(=CC=CC=C1)P(C1=CC=CC=C1)(C1=CC=CC=C1)=O (triphenylphosphine oxide), S(=O)(=O)(C(F)(F)F)OS(=O)(=O)C(F)(F)F (triflic anhydride), C(=O)([O-])[O-].[Na+].[Na+] (Na2CO3), ClC1=C(C(=O)N)C=C(C=N1)OC (2-chloro-5-methoxynicotinamide). Solvent: C(Cl)Cl (CH2Cl2), C(Cl)Cl (CH2Cl2). Reaction conditions: time 15 minute. Product: ClC1=C(C#N)C=C(C=N1)OC (2-chloro-5-methoxynicotinonitrile). Yield: 91.9%. Reaction SMILES: C1(P(=O)(C2C=CC=CC=2)C2C=CC=CC=2)C=CC=CC=1.S(OS(C(F)(F)F)(=O)=O)(C(F)(F)F)(=O)=O.[Cl:36][C:37]1[N:45]=[CH:44][C:43]([O:46][CH3:47])=[CH:42][C:38]=1[C:39]([NH2:41])=O.C([O-])([O-])=O.[Na+].[Na+]>C(Cl)Cl>[Cl:36][C:37]1[N:45]=[CH:44][C:43]([O:46][CH3:47])=[CH:42][C:38]=1[C:39]#[N:41] |f:3.4.5|. Procedure: Into a flame dried flask under N2 was placed triphenylphosphine oxide (12.0 g, 0.04 mol) and CH2Cl2 (50 mL) and the mixture cooled to 0°-4° C. A solution of triflic anhydride (6.75 ml, 0.04 mol) in CH2Cl2 (80 mL) was added dropwise. After the addition, the solution was stirred for 15 min. and 2-chloro-5-methoxynicotinamide (8.0 g, 0.04 mol) was added portionwise over 15 minutes. The mixture was allowed to warm to room temperature with stirring overnight, poured into saturated Na2CO3 solution and... Reactants: NC1=NC=C(C=C1)C (2-amino-5-methylpyridine), C([O-])(O)=O.[Na+] (sodium bicarbonate), BrCC(=O)C1=CC=C(C(=O)OCC)C=C1 (ethyl 4-(2-bromoacetyl)benzoate). Solvent: C(C)O (ethanol). Run at time 19 hour. Product: CC=1C=CC=2N(C1)C=C(N2)C2=CC=C(C(=O)OCC)C=C2 (Ethyl 4-(6-methylimidazo[1,2-a]pyrid-2-yl)benzoate). As a reaction SMILES: [NH2:1][C:2]1[CH:7]=[CH:6][C:5]([CH3:8])=[CH:4][N:3]=1.C(=O)(O)[O-].[Na+].Br[CH2:15][C:16]([C:18]1[CH:28]=[CH:27][C:21]([C:22]([O:24][CH2:25][CH3:26])=[O:23])=[CH:20][CH:19]=1)=O>C(O)C>[CH3:8][C:5]1[CH:6]=[CH:7][C:2]2[N:3]([CH:15]=[C:16]([C:18]3[CH:28]=[CH:27][C:21]([C:22]([O:24][CH2:25][CH3:26])=[O:23])=[CH:20][CH:19]=3)[N:1]=2)[CH:4]=1 |f:1.2|. Procedure details: 67 g (0.62 mole) of 2-amino-5-methylpyridine, 86 g (1.02 mole) of sodium bicarbonate and 143 g (0.527 mole) of ethyl 4-(2-bromoacetyl)benzoate are introduced into 1 l of ethanol. The mixture is brought to reflux for 3 hours and left standing for 19 hours, and the solid formed is recovered by filtration, washed copiously with water and dried. It is recrystallized in a dichloromethane/methanol mixture. M.p. 228°-230° C.